From a dataset of the Open Reaction Database (ORD), a public repository of structured organic reaction records. describe an organic reaction: reactants, conditions, products, and yield Reactants: C(=O)(OCC1C2=CC=CC=C2C2=CC=CC=C12)N[C@@H]([C@@H](C)CC)C(=O)N[C@H](CC1=CC=CC=C1)CO (Fmoc-NH-L-Ile-D-Phe-CH2OH), C1=CC=CC=2C3=CC=CC=C3C(C12)COC(=O)N[C@@H](CC(C)C)C(=O)O (N-(9-fluorenylmethoxycarbonyl)-L-leucine), C1CCC(CC1)N=C=NC2CCCCC2 (DCC), C=1C=CC2=C(C1)N=NN2O (HOBt). The solvent is N1CCCCC1 (piperidine), CN(C)C=O (DMF), CN(C)C=O (DMF). Run at temperature 25 celsius, time 15 minute. Yields the product C(=O)(OCC1C2=CC=CC=C2C2=CC=CC=C12)N[C@@H](CC(C)C)C(=O)N[C@@H]([C@@H](C)CC)C(=O)N[C@H](CC1=CC=CC=C1)CO (Fmoc-NH-L-Leu-L-Ile-D-Phe-CH2OH). Isolated yield 48.8%. As a reaction SMILES: C([NH:18][C@H:19]([C:24]([NH:26][C@@H:27]([CH2:35][OH:36])[CH2:28][C:29]1[CH:34]=[CH:33][CH:32]=[CH:31][CH:30]=1)=[O:25])[C@H:20]([CH2:22][CH3:23])[CH3:21])(OCC1C2C(=CC=CC=2)C2C1=CC=CC=2)=O.[CH:37]1[C:49]2[CH:48]([CH2:50][O:51][C:52]([NH:54][C@H:55]([C:60](O)=[O:61])[CH2:56][CH:57]([CH3:59])[CH3:58])=[O:53])[C:47]3[C:42](=[CH:43][CH:44]=[CH:45][CH:46]=3)[C:41]=2[CH:40]=[CH:39][CH:38]=1.C1CCC(N=C=NC2CCCCC2)CC1.C1C=CC2N(O)N=NC=2C=1>N1CCCCC1.CN(C=O)C>[C:52]([NH:54][C@H:55]([C:60]([NH:18][C@H:19]([C:24]([NH:26][C@@H:27]([CH2:35][OH:36])[CH2:28][C:29]1[CH:30]=[CH:31][CH:32]=[CH:33][CH:34]=1)=[O:25])[C@H:20]([CH2:22][CH3:23])[CH3:21])=[O:61])[CH2:56][CH:57]([CH3:59])[CH3:58])([O:51][CH2:50][CH:48]1[C:47]2[C:42](=[CH:43][CH:44]=[CH:45][CH:46]=2)[C:41]2[C:49]1=[CH:37][CH:38]=[CH:39][CH:40]=2)=[O:53]. Procedure: Dipeptide Fmoc-NH-L-Ile-D-Phe-CH2OH (1a) (520 mg, 1.06 mmol) was taken in 20% piperidine in DMF (2 mL) and stirred for 15 minutes at 25° C., TLC examination showed complete removal of the Fmoc protecting group (NH2-L-Ile-D-Phe-CH2OH), further confirmed by LC/MS examination, which showed M+−1 (263.3) peak. The reaction mixture was concentrated in vacuo, excess of the piperidine was removed by co-evaporating with toluene (2×10 mL), the free amino dipeptide was further dried over high vacumn for 30... The reactants are Cc1ccc(C(F)(F)F)cc1Nc1nccc2c(N)c(C)ccc12, CS(C)=O, CCN(C(C)C)C(C)C, Clc1ncc(-c2ncnc3[nH]ccc23)c(Cl)n1, [Na+], O=C([O-])O. Product: Cc1ccc(C(F)(F)F)cc1Nc1nccc2c(Nc3nc(Cl)ncc3-c3ncnc4[nH]ccc34)c(C)ccc12. Reaction SMILES: [CH3:18][c:19]1[c:20]([NH2:41])[c:21]2[cH:22][cH:23][n:24][c:25]([NH:29][c:30]3[c:31]([CH3:40])[cH:32][cH:33][c:34]([C:36]([F:37])([F:38])[F:39])[cH:35]3)[c:26]2[cH:27][cH:28]1.[CH3:56][S:57]([CH3:58])=[O:59].[CH:42]([N:43]([CH2:44][CH3:45])[CH:46]([CH3:47])[CH3:48])([CH3:49])[CH3:50].[Cl:1][c:2]1[n:3][cH:4][c:5](-[c:9]2[c:10]3[c:11]([n:12][cH:13][n:14]2)[nH:15][cH:16][cH:17]3)[c:6]([Cl:8])[n:7]1.[Na+:55].[O-:51][C:52]([OH:53])=[O:54]>>[Cl:1][c:2]1[n:3][cH:4][c:5](-[c:9]2[c:10]3[c:11]([n:12][cH:13][n:14]2)[nH:15][cH:16][cH:17]3)[c:6]([NH:41][c:20]2[c:19]([CH3:18])[cH:28][cH:27][c:26]3[c:21]2[cH:22][cH:23][n:24][c:25]3[NH:29][c:30]2[c:31]([CH3:40])[cH:32][cH:33][c:34]([C:36]([F:37])([F:38])[F:39])[cH:35]2)[n:7]1.